This data is from the Open Reaction Database (ORD), a public repository of structured organic reaction records. The task is: describe an organic reaction: reactants, conditions, products, and yield Reactants: CC[C@@]1(C2=C(COC1=O)C(=O)N3CC=4C=C5C=CC=CC5=NC4C3=C2)O (Camptothecin), reagent. The solvent is O1CCOCC1 (1,4-dioxane). Conditions: temperature 90 celsius. Yields the product CC[C@@H]1C2=C(COC1=O)C(=O)N3CC4=CC5=CC=CC=C5N=C4C3=C2 (20-Deoxy camptothecin). Reaction SMILES: [CH3:1][CH2:2][C@@:3]1(O)[C:8](=[O:9])[O:7][CH2:6][C:5]2[C:10]([N:12]3[C:24](=[CH:25][C:4]1=2)[C:23]1[N:22]=[C:21]2[C:16]([CH:17]=[CH:18][CH:19]=[CH:20]2)=[CH:15][C:14]=1[CH2:13]3)=[O:11]>O1CCOCC1>[CH3:1][CH2:2][C@H:3]1[C:8](=[O:9])[O:7][CH2:6][C:5]2[C:10]([N:12]3[C:24](=[CH:25][C:4]1=2)[C:23]1[C:14](=[CH:15][C:16]2[C:21]([N:22]=1)=[CH:20][CH:19]=[CH:18][CH:17]=2)[CH2:13]3)=[O:11]. Procedure details: Camptothecin (500 mg, 1.44 mmol) was suspended in 1,4-dioxane (10 mL) and added Lawsson's reagent (290.5 mg, 0.72 mmol). The reaction mixture was then heated to 90° C. for 10 hours under an inert atmosphere. The resultant homogeneous reaction mixture was then concentrated, organic portion was taken up in chloroform (25 mL) and the aqueous fraction was repeatedly extracted with chloroform (25 mL×3). The combined organic portion was then concentrated to get the title compound in the crude form. Th... Reactants: C1CCC2=NCCCN2CC1 (DBU), FC(C(=O)NCC(=O)O)(F)F (N-trifluoroacetylglycine), C1CCC2=NCCCN2CC1 (DBU), C(\C=C\C)Br (E-crotyl bromide). Solvent: CN(C)C=O (DMF). Run at temperature 25 celsius, time 1.5 hour. Product: FC(C(=O)NCC(=O)OC\C=C\C)(F)F ((2E)-2-buten-1-yl N-trifluoroacetylglycinate). The yield is 26.5%. RXN SMILES: [F:1][C:2]([F:11])([F:10])[C:3]([NH:5][CH2:6][C:7]([OH:9])=[O:8])=[O:4].[CH2:12](Br)/[CH:13]=[CH:14]/[CH3:15].C1CCN2C(=NCCC2)CC1>CN(C=O)C>[F:1][C:2]([F:10])([F:11])[C:3]([NH:5][CH2:6][C:7]([O:9][CH2:12]/[CH:13]=[CH:14]/[CH3:15])=[O:8])=[O:4]. Procedure: A mixture of 143.1 g (836 mmol) of N-trifluoroacetylglycine in 1 L of DMF is chilled to −8° C. as 100 mL (844 mmol) of E-crotyl bromide is added dropwise, followed by addition of 140 mL (937 mmol) of DBU at −5° C. After 1.5 h at −5° C. and 2 h at −2° C. the mixture is allowed to warm to 25° C. The mixture is cooled to 0° C. and 40 mL more DBU is added. After warming to 25° C. the mixture is concentrated in vacuo. 1 L of 1:1 ether-water is added. The organic layer is separated, washed with water,...